From a dataset of the Open Reaction Database (ORD), a public repository of structured organic reaction records. describe an organic reaction: reactants, conditions, products, and yield Starting materials: CC#N, O=Cc1cccc(OCC2CCCC2)c1. Yields the product N#CCC(O)c1cccc(OCC2CCCC2)c1. Reaction SMILES: [CH3:16][C:17]#[N:18].[CH:1]1([CH2:6][O:7][c:8]2[cH:9][c:10]([CH:11]=[O:12])[cH:13][cH:14][cH:15]2)[CH2:2][CH2:3][CH2:4][CH2:5]1>>[CH:1]1([CH2:6][O:7][c:8]2[cH:9][c:10]([CH:11]([OH:12])[CH2:16][C:17]#[N:18])[cH:13][cH:14][cH:15]2)[CH2:2][CH2:3][CH2:4][CH2:5]1. The reactants are C(CC)(=O)NC1CC2=CC=C(C(=C2CC1)N)OC (2-propanoylamino-5-amino-6-methoxy-1,2,3,4-tetrahydronaphthalene), [H-].[Al+3].[Li+].[H-].[H-].[H-] (lithium aluminium hydride), solution, [OH-].[Na+] (sodium hydroxide). Run in O1CCCC1 (tetrahydrofuran), O1CCCC1 (tetrahydrofuran). The product is C(CC)NC1CC2=CC=C(C(=C2CC1)N)OC (2-Propylamino-5-amino-6-methoxy-1,2,3,4-tetrahydronaphthalene). As a reaction SMILES: [H-].[Al+3].[Li+].[H-].[H-].[H-].[C:7]([NH:11][CH:12]1[CH2:21][CH2:20][C:19]2[C:14](=[CH:15][CH:16]=[C:17]([O:23][CH3:24])[C:18]=2[NH2:22])[CH2:13]1)(=O)[CH2:8][CH3:9].[OH-].[Na+]>O1CCCC1>[CH2:7]([NH:11][CH:12]1[CH2:21][CH2:20][C:19]2[C:14](=[CH:15][CH:16]=[C:17]([O:23][CH3:24])[C:18]=2[NH2:22])[CH2:13]1)[CH2:8][CH3:9] |f:0.1.2.3.4.5,7.8|. Procedure: 0.46 g of lithium aluminium hydride is introduced into 30 ml of tetrahydrofuran, a solution of 2.56 g of 2-propanoylamino-5-amino-6-methoxy-1,2,3,4-tetrahydronaphthalene in 50 ml of tetrahydrofuran is then added and the mixture is heated under reflux for 24 hours. It is then cooled and hydrolysed with a 2 N solution of sodium hydroxide, in an ice-bath. The organic phase is separated off, dried and concentrated to dryness. After chromatography on silica with a 1/1 diethyl ether/methanol mixture, ... The reactants are [N+](=O)([O-])C=1C=CC(=C(C(=O)NCC2CC2)C1)N1CCC(CC1)C(F)(F)F (5-nitro-2-(4-trifluoromethyl-piperidin-yl)-N-cyclopropylmethylbenzamide), CSC1=C(NC2=CC(=CC(=C21)Br)Br)SC (MC-6). Reagents/catalysts: [Pd] (Pd/C). Solvent: C1CCOC1 (THF). Yields the product NC=1C=CC(=C(C(=O)NCC2CC2)C1)N1CCC(CC1)C(F)(F)F (5-Amino-2-(4-trifluoromethyl-piperidin-1-yl)-N-cyclopropylmethylbenzamide). RXN SMILES: [N+:1]([C:4]1[CH:5]=[CH:6][C:7]([N:17]2[CH2:22][CH2:21][CH:20]([C:23]([F:26])([F:25])[F:24])[CH2:19][CH2:18]2)=[C:8]([CH:16]=1)[C:9]([NH:11][CH2:12][CH:13]1[CH2:15][CH2:14]1)=[O:10])([O-])=O.CSC1C2C(=CC(Br)=CC=2Br)NC=1SC>C1COCC1.[Pd]>[NH2:1][C:4]1[CH:5]=[CH:6][C:7]([N:17]2[CH2:18][CH2:19][CH:20]([C:23]([F:26])([F:24])[F:25])[CH2:21][CH2:22]2)=[C:8]([CH:16]=1)[C:9]([NH:11][CH2:12][CH:13]1[CH2:14][CH2:15]1)=[O:10]. Procedure: Prepared analogously to example 42c with 5-nitro-2-(4-trifluoromethyl-piperidin-yl)-N-cyclopropylmethylbenzamide (370 mg; 1 mmol) and Pd/C 10%/H2 (60 mg/3 bar) in 60 mL THF. Yield: quantitative; MS: [M+H]+=342; HPLC: Rt=1.68 min (Method MC-6) Starting materials: COC(=O)C(=O)c1ccc(Br)c2ccccc12, Cc1ccccc1, CC(=O)[O-], CC(=O)[O-], Nc1ccnc(N2CCOCC2)n1, [Pd+2], c1ccc(P(c2ccccc2)c2ccc3ccccc3c2-c2c(P(c3ccccc3)c3ccccc3)ccc3ccccc23)cc1. Product: COC(=O)C(=O)c1ccc(Nc2ccnc(N3CCOCC3)n2)c2ccccc12. As a reaction SMILES: [CH3:14][O:15][C:16]([C:17](=[O:18])[c:19]1[cH:20][cH:21][c:22]([Br:29])[c:23]2[cH:24][cH:25][cH:26][cH:27][c:28]12)=[O:30].[CH3:77][c:78]1[cH:79][cH:80][cH:81][cH:82][cH:83]1.[O-:85][C:86]([CH3:87])=[O:88].[O-:89][C:90]([CH3:91])=[O:92].[O:1]1[CH2:2][CH2:3][N:4]([c:7]2[n:8][cH:9][cH:10][c:11]([NH2:13])[n:12]2)[CH2:5][CH2:6]1.[Pd+2:84].[cH:31]1[cH:32][cH:33][c:34]([P:35]([c:36]2[cH:37][cH:38][c:39]3[c:40]([cH:41][cH:42][cH:43][cH:44]3)[c:45]2-[c:46]2[c:47]3[c:48]([cH:49][cH:50][cH:51][cH:52]3)[cH:53][cH:54][c:55]2[P:56]([c:57]2[cH:58][cH:59][cH:60][cH:61][cH:62]2)[c:63]2[cH:64][cH:65][cH:66][cH:67][cH:68]2)[c:69]2[cH:70][cH:71][cH:72][cH:73][cH:74]2)[cH:75][cH:76]1>>[O:1]1[CH2:2][CH2:3][N:4]([c:7]2[n:8][cH:9][cH:10][c:11]([NH:13][c:22]3[cH:21][cH:20][c:19]([C:17]([C:16]([O:15][CH3:14])=[O:30])=[O:18])[c:28]4[c:23]3[cH:24][cH:25][cH:26][cH:27]4)[n:12]2)[CH2:5][CH2:6]1. The reactants are O=C([O-])O, Cc1ccccc1, COC(=O)c1ccc(C(C)C)cc1, CO, NN, [Na+], O. The product is CC(C)c1ccc(C(=O)NN)cc1. Reaction SMILES: [C:24](=[O:25])([O-:26])[OH:27].[CH3:17][c:18]1[cH:19][cH:20][cH:21][cH:22][cH:23]1.[CH3:1][CH:2]([CH3:3])[c:4]1[cH:5][cH:6][c:7]([C:8](=[O:9])[O:10][CH3:11])[cH:12][cH:13]1.[CH3:29][OH:30].[NH2:15][NH2:16].[Na+:28].[OH2:14]>>[CH3:1][CH:2]([CH3:3])[c:4]1[cH:5][cH:6][c:7]([C:8](=[O:9])[NH:15][NH2:16])[cH:12][cH:13]1. Starting materials: C1(CC(C(CC1)C(C)C)C(=O)OC1OC(OC1)(C)C)C (4-(p-Menth-3-oyloxy)-2,2-dimethyl-1,3-dioxolan), C(=O)(C(F)(F)F)O (CF3COOH). Reaction conditions: time 4 hour. Product: C1(CC(C(CC1)C(C)C)C(=O)OCC(O)CO)C (1-(p-menth-3-oyl)glycerol). RXN SMILES: [CH:1]1([CH3:20])[CH2:6][CH2:5][CH:4]([CH:7]([CH3:9])[CH3:8])[CH:3]([C:10]([O:12][CH:13]2[CH2:17][O:16]C(C)(C)O2)=[O:11])[CH2:2]1.[C:21](O)(C(F)(F)F)=[O:22]>>[CH:1]1([CH3:20])[CH2:6][CH2:5][CH:4]([CH:7]([CH3:8])[CH3:9])[CH:3]([C:10]([O:12][CH2:13][CH:17]([CH2:21][OH:22])[OH:16])=[O:11])[CH2:2]1. Procedure details: 4-(p-Menth-3-oyloxy)-2,2-dimethyl-1,3-dioxolan (3 g.) was stirred for 5 minutes at room temperature with 90% CF3COOH (15 ml.), and the CF3COOH removed in vacuo. The residual oil was stirred for 4 hours at room temperature with a solution of K2CO3 (7%) in water:methanol (2:5) (50 ml.). The methanol was removed on a rotary evaporator, water (30 ml.) added and the mixture extracted four times with ether. The combined extracts were dried (MgSO4). Removal of the ether left an oil which was distilled ...